This data is from the Open Reaction Database (ORD), a public repository of structured organic reaction records. The task is: describe an organic reaction: reactants, conditions, products, and yield The reactants are C1CCOC1, CCOC(=O)c1cnc(C=C(C)C)c(C)c1, CO. Yields the product CCOC(=O)c1cnc(CC(C)C)c(C)c1. Reaction SMILES: [CH2:17]1[O:18][CH2:19][CH2:20][CH2:21]1.[CH2:1]([CH3:2])[O:3][C:4]([c:5]1[cH:6][n:7][c:8]([CH:12]=[C:13]([CH3:14])[CH3:15])[c:9]([CH3:11])[cH:10]1)=[O:16].[CH3:22][OH:23]>>[CH2:1]([CH3:2])[O:3][C:4]([c:5]1[cH:6][n:7][c:8]([CH2:12][CH:13]([CH3:14])[CH3:15])[c:9]([CH3:11])[cH:10]1)=[O:16].